This data is from the Open Reaction Database (ORD), a public repository of structured organic reaction records. The task is: describe an organic reaction: reactants, conditions, products, and yield The reactants are C(C)(=O)N1C(N(CC1)C1=C(C=CC(=C1)Cl)C(=O)N1CCN(CC1)C1=NC(=C(C=C1C)C)C)=O (1-acetyl-3-{5-chloro-2-[4-(3,5,6-trimethylpyridin-2-yl)piperazine-1-carbonyl]phenyl}imidazolidin-2-one), CC1CCC(N1)=O (5-methylpyrrolidin-2-one). Yields the product CC1N(C(CC1)=O)C=1C=CC(=C(C1)N1C(NCC1)=O)C(=O)N1CCN(CC1)C1=NC(=C(C=C1C)C)C (1-{5-(2-methyl-5-oxopyrrolidin-1-yl)-2-[4-(3,5,6-trimethylpyridin-2-yl)piperazine-1-carbonyl]phenyl}imidazolidin-2-one). Yield: 18.9%. As a reaction SMILES: C([N:4]1[CH2:8][CH2:7][N:6]([C:9]2[CH:14]=[C:13](Cl)[CH:12]=[CH:11][C:10]=2[C:16]([N:18]2[CH2:23][CH2:22][N:21]([C:24]3[C:29]([CH3:30])=[CH:28][C:27]([CH3:31])=[C:26]([CH3:32])[N:25]=3)[CH2:20][CH2:19]2)=[O:17])[C:5]1=[O:33])(=O)C.[CH3:34][CH:35]1[NH:39][C:38](=[O:40])[CH2:37][CH2:36]1>>[CH3:34][CH:35]1[CH2:36][CH2:37][C:38](=[O:40])[N:39]1[C:13]1[CH:12]=[CH:11][C:10]([C:16]([N:18]2[CH2:23][CH2:22][N:21]([C:24]3[C:29]([CH3:30])=[CH:28][C:27]([CH3:31])=[C:26]([CH3:32])[N:25]=3)[CH2:20][CH2:19]2)=[O:17])=[C:9]([N:6]2[CH2:7][CH2:8][NH:4][C:5]2=[O:33])[CH:14]=1. Procedure: Using 1-acetyl-3-{5-chloro-2-[4-(3,5,6-trimethylpyridin-2-yl)piperazine-1-carbonyl]phenyl}imidazolidin-2-one (182 mg) described in Preparation Example 258 and 5-methylpyrrolidin-2-one (58 mg) and by the reaction and treatment in the same manner as in Example 649, the title compound (36 mg) was obtained. Starting materials: COC(=O)c1cc(Cl)cc2c1NC(c1cccc(Br)c1)C(C)(C)C2, CN(C)c1ccc(B(O)O)cc1, [Na+], [Na+], O=C([O-])[O-], C1COCCO1, O, c1ccc(P(c2ccccc2)(c2ccccc2)[Pd](P(c2ccccc2)(c2ccccc2)c2ccccc2)(P(c2ccccc2)(c2ccccc2)c2ccccc2)P(c2ccccc2)(c2ccccc2)c2ccccc2)cc1. Yields the product COC(=O)c1cc(Cl)cc2c1NC(c1cccc(-c3ccc(N(C)C)cc3)c1)C(C)(C)C2. Reaction SMILES: [CH3:1][O:2][C:3](=[O:4])[c:5]1[cH:6][c:7]([Cl:24])[cH:8][c:9]2[c:14]1[NH:13][CH:12]([c:15]1[cH:16][c:17]([Br:21])[cH:18][cH:19][cH:20]1)[C:11]([CH3:22])([CH3:23])[CH2:10]2.[CH3:25][N:26]([c:27]1[cH:28][cH:29][c:30]([B:33]([OH:34])[OH:35])[cH:31][cH:32]1)[CH3:36].[Na+:37].[Na+:38].[O-:39][C:40](=[O:41])[O-:42].[O:43]1[CH2:44][CH2:45][O:46][CH2:47][CH2:48]1.[OH2:49].[cH:50]1[cH:51][cH:52][c:53]([P:54]([Pd:55]([P:56]([c:57]2[cH:58][cH:59][cH:60][cH:61][cH:62]2)([c:63]2[cH:64][cH:65][cH:66][cH:67][cH:68]2)[c:69]2[cH:70][cH:71][cH:72][cH:73][cH:74]2)([P:75]([c:76]2[cH:77][cH:78][cH:79][cH:80][cH:81]2)([c:82]2[cH:83][cH:84][cH:85][cH:86][cH:87]2)[c:88]2[cH:89][cH:90][cH:91][cH:92][cH:93]2)[P:94]([c:95]2[cH:96][cH:97][cH:98][cH:99][cH:100]2)([c:101]2[cH:102][cH:103][cH:104][cH:105][cH:106]2)[c:107]2[cH:108][cH:109][cH:110][cH:111][cH:112]2)([c:113]2[cH:114][cH:115][cH:116][cH:117][cH:118]2)[c:119]2[cH:120][cH:121][cH:122][cH:123][cH:124]2)[cH:125][cH:126]1>>[CH3:1][O:2][C:3](=[O:4])[c:5]1[cH:6][c:7]([Cl:24])[cH:8][c:9]2[c:14]1[NH:13][CH:12]([c:15]1[cH:16][c:17](-[c:30]3[cH:29][cH:28][c:27]([N:26]([CH3:25])[CH3:36])[cH:32][cH:31]3)[cH:18][cH:19][cH:20]1)[C:11]([CH3:22])([CH3:23])[CH2:10]2. The reactants are CC[C@H]1CN2CC[C@H]1C[C@@H]2[C@H](C3=C4C=C(C=CC4=NC=C3)OC)OC5=NN=C(C6=CC=CC=C65)O[C@H]([C@H]7C[C@@H]8CCN7C[C@@H]8CC)C9=C1C=C(C=CC1=NC=C9)OC ((DHQD)2PHAL), BrC=1C=NC=C(C1)\C=C\C1=C(C=CC(=C1)F)F ((E)-3-bromo-5-(2,5-difluorostyryl)pyridine), potassium osmate dihydrate, C(N)(OC(C)(C)C)=O (tert-butyl carbamate), [OH-].[Na+] (sodium hydroxide), ClOC(C)(C)C (tert-butyl hypochlorite). Solvent: C(CC)O (propanol), C(CC)O (propanol), C(CC)O (propanol), O (water). Run at temperature 0 celsius, time 5 minute. The product is BrC=1C=C(C=NC1)[C@H]([C@H](O)C1=C(C=CC(=C1)F)F)NC(OC(C)(C)C)=O (tert-butyl (1R,2R)-1-(5-bromopyridin-3-yl)-2-(2,5-difluorophenyl)-2-hydroxyethylcarbamate). The yield is 45.1%. Reaction SMILES: [C:1](=[O:8])([O:3][C:4]([CH3:7])([CH3:6])[CH3:5])[NH2:2].[OH-].[Na+].Cl[O:12]C(C)(C)C.CC[C@@H]1[C@@H]2C[C@H]([C@@H](OC3C4C(=CC=CC=4)C(O[C@@H](C4C=CN=C5C=4C=C(OC)C=C5)[C@@H]4N5C[C@H](CC)[C@@H](CC5)C4)=NN=3)C3C=CN=C4C=3C=C(OC)C=C4)N(CC2)C1.[Br:75][C:76]1[CH:77]=[N:78][CH:79]=[C:80](/[CH:82]=[CH:83]/[C:84]2[CH:89]=[C:88]([F:90])[CH:87]=[CH:86][C:85]=2[F:91])[CH:81]=1>C(O)CC.O>[Br:75][C:76]1[CH:81]=[C:80]([C@@H:82]([NH:2][C:1](=[O:8])[O:3][C:4]([CH3:7])([CH3:6])[CH3:5])[C@@H:83]([C:84]2[CH:89]=[C:88]([F:90])[CH:87]=[CH:86][C:85]=2[F:91])[OH:12])[CH:79]=[N:78][CH:77]=1 |f:1.2|. Procedure: A solution of tert-butyl carbamate (4.18 g, 35.0 mmol) in propanol (39 ml) was sequentially treated with sodium hydroxide (1.376 g, 34.4 mmol) in water (72 ml) and tert-butyl hypochlorite (3.88 ml, 34.4 mmol). After 5 min of stirring, the reaction mixture was cooled to 0° C. A solution of (DHQD)2PHAL (0.555 g, 0.677 mmol) in propanol (39 ml), a solution of (E)-3-bromo-5-(2,5-difluorostyryl)pyridine (3.34 g, 11.28 mmol) in propanol (68 ml), and potassium osmate dihydrate (0.166 g, 0.451 mmol) wer... Reactants: ClC1=C(N)C(=CC=C1)C (2-chloro-6-methylaniline), FC1=C(C(=C(C=2C(C3=CC=CC=C3C(C12)=O)=O)F)F)F (1,2,3,4-Tetrafluoroanthraquinone), ClC1=C(N)C(=CC=C1)C (2-chloro-6-methylaniline). Conditions: time 6 hour. The product is ClC1=C(NC2=C(C=3C(C4=CC=CC=C4C(C3C(=C2F)F)=O)=O)F)C(=CC=C1)C (2-(2-chloro-6-methylanilino)-1,3,4-trifluoroanthraquinone), ClC1=C(NC2=C(C=3C(C4=CC=CC=C4C(C3C(=C2NC2=C(C=CC=C2C)Cl)F)=O)=O)F)C(=CC=C1)C (2,3-bis(2-chloro-6-methylanilino)-1,4-difluoroanthraquinone). RXN SMILES: [F:1][C:2]1[C:15]2[C:14](=[O:16])[C:13]3[C:8](=[CH:9][CH:10]=[CH:11][CH:12]=3)[C:7](=[O:17])[C:6]=2[C:5]([F:18])=[C:4](F)[C:3]=1[F:20].[Cl:21][C:22]1[CH:28]=[CH:27][CH:26]=[C:25]([CH3:29])[C:23]=1[NH2:24]>>[Cl:21][C:22]1[CH:28]=[CH:27][CH:26]=[C:25]([CH3:29])[C:23]=1[NH:24][C:4]1[C:3]([F:20])=[C:2]([F:1])[C:15]2[C:14](=[O:16])[C:13]3[C:8](=[CH:9][CH:10]=[CH:11][CH:12]=3)[C:7](=[O:17])[C:6]=2[C:5]=1[F:18].[Cl:21][C:22]1[CH:28]=[CH:27][CH:26]=[C:25]([CH3:29])[C:23]=1[NH:24][C:4]1[C:3]([NH:24][C:23]2[C:25]([CH3:29])=[CH:26][CH:27]=[CH:28][C:22]=2[Cl:21])=[C:2]([F:1])[C:15]2[C:14](=[O:16])[C:13]3[C:8](=[CH:9][CH:10]=[CH:11][CH:12]=3)[C:7](=[O:17])[C:6]=2[C:5]=1[F:18]. Procedure: 2 g of 1,2,3,4-Tetrafluoroanthraquinone and 25 g of 2-chloro-6-methylaniline were charged in a 50 cc, four necked flask and then the reaction was carried out at 140° C. for about 6 hours. After completion of reaction, 2-chloro-6-methylaniline was distilled out from the reaction solution and a column purification thereof was effected to give rise to 1.07 g of 2-(2-chloro-6-methylanilino)-1,3,4-trifluoroanthraquinone (Dye 8') yield 37.3 mol %) and 0.78 g of 2,3-bis(2-chloro-6-methylanilino)-1,4-di...